From a dataset of the Open Reaction Database (ORD), a public repository of structured organic reaction records. describe an organic reaction: reactants, conditions, products, and yield Starting materials: C(C)(=O)OCBr (bromomethyl acetate), C(C)(C)(C)C=1C(=CC(=C(C1)O)C)SC#N (5-tert-butyl-2-methyl-4-thiocyanato-phenol), C([O-])([O-])=O.[Cs+].[Cs+] (cesium carbonate), [I-].[Na+] (sodium iodide). The solvent is C(C)#N (acetonitrile). Yields the product COC(COC1=C(C=C(C(=C1)C(C)(C)C)SC#N)C)=O ((5-tert-Butyl-2-methyl-4-thiocyanato-phenoxy) acetic acid methyl ester). As a reaction SMILES: [C:1]([C:5]1[C:6]([S:13][C:14]#[N:15])=[CH:7][C:8]([CH3:12])=[C:9]([OH:11])[CH:10]=1)([CH3:4])([CH3:3])[CH3:2].C(=O)([O-])[O-].[Cs+].[Cs+].[I-].[Na+].[C:24]([O:27][CH2:28]Br)(=[O:26])[CH3:25]>C(#N)C>[CH3:28][O:27][C:24](=[O:26])[CH2:25][O:11][C:9]1[CH:10]=[C:5]([C:1]([CH3:4])([CH3:2])[CH3:3])[C:6]([S:13][C:14]#[N:15])=[CH:7][C:8]=1[CH3:12] |f:1.2.3,4.5|. Procedure details: To a round bottom flask (500 mL) equipped with a magnetic stirrer and condenser were added 2.0 g (9.0 mmol) of 5-tert-butyl-2-methyl-4-thiocyanato-phenol (prepared in Example GGG), cesium carbonate (5.88 g, 18.0 mmol), sodium iodide (4.8 g, 32.0 mmol), and acetonitrile (100 mL). This suspension was heated to reflux for 30 minutes and bromomethyl acetate (1.76 mL, 18.0 mmol) was added via syringe. The reaction was refluxed overnight, cooled to room temperature, quenched with H2O and extracted wit... Reactants: Brc1cccc2cccnc12, CCN(CC)C(=O)c1ccc(C=O)cc1, C1CCOC1, [Li]C(C)CC, [Cl-], [Li]c1cccc2cccnc12, [NH4+]. The product is CCN(CC)C(=O)c1ccc(C(O)c2cccc3cccnc23)cc1. Reaction SMILES: [Br:1][c:2]1[cH:3][cH:4][cH:5][c:6]2[cH:7][cH:8][cH:9][n:10][c:11]12.[CH2:28]([CH3:29])[N:30]([C:31]([c:32]1[cH:33][cH:34][c:35]([CH:38]=[O:39])[cH:36][cH:37]1)=[O:40])[CH2:41][CH3:42].[CH2:45]1[O:46][CH2:47][CH2:48][CH2:49]1.[CH:12]([Li:13])([CH2:14][CH3:15])[CH3:16].[Cl-:43].[Li:17][c:18]1[cH:19][cH:20][cH:21][c:22]2[c:23]1[n:24][cH:25][cH:26][cH:27]2.[NH4+:44]>>[c:2]1([CH:38]([c:35]2[cH:34][cH:33][c:32]([C:31]([N:30]([CH2:28][CH3:29])[CH2:41][CH3:42])=[O:40])[cH:37][cH:36]2)[OH:39])[cH:3][cH:4][cH:5][c:6]2[cH:7][cH:8][cH:9][n:10][c:11]12. Starting materials: C(C)OC(=O)C=1N(C2=CC=C(C=C2C1N)Cl)C(C(F)(F)F)=O (3-amino-5-chloro-1-(2,2,2-trifluoro-ethanoyl)-1H-indole-2-carboxylic acid ethyl ester), C(C)O (ethanol), C([O-])([O-])=O.[K+].[K+] (potassium carbonate), C([O-])([O-])=O.[K+].[K+] (potassium carbonate). Solvent: O (water). Run at temperature 70 celsius, time 1.75 hour. Product: NC1=C(NC2=CC=C(C=C12)Cl)C(=O)OCC (3-Amino-5-chloro-1H-indole-2-carboxylic acid, ethyl ester). The yield is 71.2%. RXN SMILES: [CH2:1]([O:3][C:4]([C:6]1[N:7](C(=O)C(F)(F)F)[C:8]2[C:13]([C:14]=1[NH2:15])=[CH:12][C:11]([Cl:16])=[CH:10][CH:9]=2)=[O:5])[CH3:2].C(O)C.C(=O)([O-])[O-].[K+].[K+]>O>[NH2:15][C:14]1[C:13]2[C:8](=[CH:9][CH:10]=[C:11]([Cl:16])[CH:12]=2)[NH:7][C:6]=1[C:4]([O:3][CH2:1][CH3:2])=[O:5] |f:2.3.4|. Procedure: Heat at 70° C. and stir a mixture of 3-amino-5-chloro-1-(2,2,2-trifluoro-ethanoyl)-1H-indole-2-carboxylic acid ethyl ester (3.34 g, 10 mmol), ethanol (50 mL), and potassium carbonate (1.50 g, 10.85 mmol). After 1.75 h, add water (20 mL), and after another hour add additional potassium carbonate (0.58 g, 4.20 mmol). Cool the reaction mixture to ambient temperature and partition between water/ethyl acetate. Separate the organic layer, dry over MgSO4, filter and concentrate to afford 1.70 g of the ... The reactants are O=C1CCC(=O)N1Br, O=C(OOC(=O)c1ccccc1)c1ccccc1, ClC(Cl)(Cl)Cl, CCOC(C)=O, Cc1ccc(N2C(=O)c3ccccc3C2=O)c(Cl)c1Cl. The product is O=C1c2ccccc2C(=O)N1c1ccc(CBr)c(Cl)c1Cl. Reaction SMILES: [Br:21][N:22]1[C:23](=[O:24])[CH2:25][CH2:26][C:27]1=[O:28].[C:29]([O:30][O:31][C:32](=[O:33])[c:34]1[cH:35][cH:36][cH:37][cH:38][cH:39]1)(=[O:40])[c:41]1[cH:42][cH:43][cH:44][cH:45][cH:46]1.[C:53]([Cl:54])([Cl:55])([Cl:56])[Cl:57].[CH3:47][CH2:48][O:49][C:50](=[O:51])[CH3:52].[Cl:1][c:2]1[c:3]([N:10]2[C:11](=[O:20])[c:12]3[c:13]([cH:16][cH:17][cH:18][cH:19]3)[C:14]2=[O:15])[cH:4][cH:5][c:6]([CH3:9])[c:7]1[Cl:8]>>[Cl:1][c:2]1[c:3]([N:10]2[C:11](=[O:20])[c:12]3[c:13]([cH:16][cH:17][cH:18][cH:19]3)[C:14]2=[O:15])[cH:4][cH:5][c:6]([CH2:9][Br:21])[c:7]1[Cl:8]. Starting materials: [H-], Clc1ncnc2ccc(I)cc12, [Na+], CN(C)C=O, Oc1ccccc1. Product: Ic1ccc2ncnc(Oc3ccccc3)c2c1. RXN SMILES: [H-:2].[I:10][c:11]1[cH:12][c:13]2[c:14]([Cl:21])[n:15][cH:16][n:17][c:18]2[cH:19][cH:20]1.[Na+:1].[O:22]=[CH:23][N:24]([CH3:25])[CH3:26].[OH:3][c:4]1[cH:5][cH:6][cH:7][cH:8][cH:9]1>>[O:3]([c:4]1[cH:5][cH:6][cH:7][cH:8][cH:9]1)[c:14]1[c:13]2[cH:12][c:11]([I:10])[cH:20][cH:19][c:18]2[n:17][cH:16][n:15]1.